Dataset: the Open Reaction Database (ORD), a public repository of structured organic reaction records. Task: describe an organic reaction: reactants, conditions, products, and yield Starting materials: CCOCC, COC(=O)C(=O)c1ccc(OCCOc2cccc(F)c2)cc1, CCCCCC, CO, [Na+], [OH-]. Yields the product O=C(O)C(=O)c1ccc(OCCOc2cccc(F)c2)cc1. RXN SMILES: [CH2:30]([O:31][CH2:32][CH3:33])[CH3:34].[CH3:1][O:2][C:3]([C:4]([c:5]1[cH:6][cH:7][c:8]([O:11][CH2:12][CH2:13][O:14][c:15]2[cH:16][c:17]([F:21])[cH:18][cH:19][cH:20]2)[cH:9][cH:10]1)=[O:22])=[O:23].[CH3:24][CH2:25][CH2:26][CH2:27][CH2:28][CH3:29].[CH3:35][OH:36].[Na+:38].[OH-:37]>>[O:2]=[C:3]([C:4]([c:5]1[cH:6][cH:7][c:8]([O:11][CH2:12][CH2:13][O:14][c:15]2[cH:16][c:17]([F:21])[cH:18][cH:19][cH:20]2)[cH:9][cH:10]1)=[O:22])[OH:23]. Yields the product CC(=O)N(CCCc1ccccc1)C1CCC(c2ccc(OCc3ccccc3)cc2)CC1. As a reaction SMILES: [CH2:1]([c:2]1[cH:3][cH:4][cH:5][cH:6][cH:7]1)[O:8][c:9]1[cH:10][cH:11][c:12]([CH:15]2[CH2:16][CH2:17][CH:18]([NH:21][CH2:22][CH2:23][CH2:24][c:25]3[cH:26][cH:27][cH:28][cH:29][cH:30]3)[CH2:19][CH2:20]2)[cH:13][cH:14]1.[CH3:31][C:32](=[O:33])[O:34][C:35](=[O:36])[CH3:37].[cH:38]1[cH:39][cH:40][n:41][cH:42][cH:43]1>>[CH2:1]([c:2]1[cH:3][cH:4][cH:5][cH:6][cH:7]1)[O:8][c:9]1[cH:10][cH:11][c:12]([CH:15]2[CH2:16][CH2:17][CH:18]([N:21]([CH2:22][CH2:23][CH2:24][c:25]3[cH:26][cH:27][cH:28][cH:29][cH:30]3)[C:32]([CH3:31])=[O:33])[CH2:19][CH2:20]2)[cH:13][cH:14]1. Starting materials: c1ccc(CCCNC2CCC(c3ccc(OCc4ccccc4)cc3)CC2)cc1, CC(=O)OC(C)=O, c1ccncc1. Reactants: ClC1=C(C=NC2=CC=C(C=C12)I)C#N (4-chloro-6-iodo-quinoline-3-carbonitrile), CCN(C(C)C)C(C)C (DIEA), SCCCO (3-mercapto-1-propanol). Yields the product OCCCSC1=C(C=NC2=CC=C(C=C12)I)C#N (4-(3-hydroxy-propylsulfanyl)-6-iodo-quinoline-3-carbonitrile). RXN SMILES: Cl[C:2]1[C:11]2[C:6](=[CH:7][CH:8]=[C:9]([I:12])[CH:10]=2)[N:5]=[CH:4][C:3]=1[C:13]#[N:14].CCN(C(C)C)C(C)C.[SH:24][CH2:25][CH2:26][CH2:27][OH:28]>>[OH:28][CH2:27][CH2:26][CH2:25][S:24][C:2]1[C:11]2[C:6](=[CH:7][CH:8]=[C:9]([I:12])[CH:10]=2)[N:5]=[CH:4][C:3]=1[C:13]#[N:14]. Reported procedure: Similar procedure as described in example 39a was used, starting from 4-chloro-6-iodo-quinoline-3-carbonitrile (example 14c), DIEA and 3-mercapto-1-propanol to give 4-(3-hydroxy-propylsulfanyl)-6-iodo-quinoline-3-carbonitrile. LC-MS m/e 371 (MH+). Starting materials: NC1=CC(=NN1C=1C=C(C(=O)OCC)C=CC1)C(C)(C)C (ethyl 3-(5-amino-3-tert-butyl-1H-pyrazol-1-yl)benzoate), C(=O)([O-])[O-].[K+].[K+] (K2CO3), ClC(=O)OC1=CC=CC=C1 (phenyl chloroformate). The solvent is C1CCOC1 (THF). Run at time 8 hour. Yields the product C(C)(C)(C)C1=NN(C(=C1)NC(=O)OC1=CC=CC=C1)C=1C=C(C(=O)OCC)C=CC1 (ethyl 3-{3-tert-butyl-5-[(phenoxycarbonyl)amino]-1H-pyrazol-1-yl}benzoate). The yield is 92.3%. Reaction SMILES: [NH2:1][C:2]1[N:6]([C:7]2[CH:8]=[C:9]([CH:15]=[CH:16][CH:17]=2)[C:10]([O:12][CH2:13][CH3:14])=[O:11])[N:5]=[C:4]([C:18]([CH3:21])([CH3:20])[CH3:19])[CH:3]=1.C([O-])([O-])=O.[K+].[K+].Cl[C:29]([O:31][C:32]1[CH:37]=[CH:36][CH:35]=[CH:34][CH:33]=1)=[O:30]>C1COCC1>[C:18]([C:4]1[CH:3]=[C:2]([NH:1][C:29]([O:31][C:32]2[CH:37]=[CH:36][CH:35]=[CH:34][CH:33]=2)=[O:30])[N:6]([C:7]2[CH:8]=[C:9]([CH:15]=[CH:16][CH:17]=2)[C:10]([O:12][CH2:13][CH3:14])=[O:11])[N:5]=1)([CH3:20])([CH3:19])[CH3:21] |f:1.2.3|. Reported procedure: To a mixture of ethyl 3-(5-amino-3-tert-butyl-1H-pyrazol-1-yl)benzoate (60 g, 208.8 mmol) and K2CO3 (86.6 g, 626.4 mmol) in THF (1400 mL) was added phenyl chloroformate (98.1 g, 626.4 mmol). The reaction was stirred at room temperature overnight. The solid was removed by filtration and most of the solvent was evaporated under reduced pressure. The residual mixture was dissolved in EtOAc and washed with brine, then water. The organic layer was then dried and concentrated. The crude product was pu... The reactants are CCn1c(NC)nc2cc(N(C)c3ccnc(Cl)n3)ccc21, Nc1ccc(CS(N)(=O)=O)cc1. Product: Cl, CCn1c(NC)nc2cc(N(C)c3ccnc(Nc4ccc(CS(N)(=O)=O)cc4)n3)ccc21. As a reaction SMILES: [Cl:1][c:2]1[n:3][cH:4][cH:5][c:6]([N:8]([c:9]2[cH:10][c:11]3[c:12]([n:13]([CH2:18][CH3:19])[c:14]([NH:16][CH3:17])[n:15]3)[cH:20][cH:21]2)[CH3:22])[n:7]1.[NH2:23][c:24]1[cH:25][cH:26][c:27]([CH2:30][S:31](=[O:32])(=[O:33])[NH2:34])[cH:28][cH:29]1>>[ClH:1].[c:2]1([NH:23][c:24]2[cH:25][cH:26][c:27]([CH2:30][S:31](=[O:32])(=[O:33])[NH2:34])[cH:28][cH:29]2)[n:3][cH:4][cH:5][c:6]([N:8]([c:9]2[cH:10][c:11]3[c:12]([n:13]([CH2:18][CH3:19])[c:14]([NH:16][CH3:17])[n:15]3)[cH:20][cH:21]2)[CH3:22])[n:7]1. The reactants are O=Cc1cc(Br)ccc1F, [Li]CCCC, CCCCCC, C1CCOC1, O, c1ccc2sccc2c1. Product: OC(c1cc2ccccc2s1)c1cc(Br)ccc1F. RXN SMILES: [Br:15][c:16]1[cH:17][cH:18][c:19]([F:24])[c:20]([CH:21]=[O:22])[cH:23]1.[CH2:10]([Li:11])[CH2:12][CH2:13][CH3:14].[CH3:31][CH2:32][CH2:33][CH2:34][CH2:35][CH3:36].[O:26]1[CH2:27][CH2:28][CH2:29][CH2:30]1.[OH2:25].[s:1]1[c:2]2[c:3]([cH:4][cH:5]1)[cH:6][cH:7][cH:8][cH:9]2>>[s:1]1[c:2]2[c:3]([cH:4][c:5]1[CH:21]([c:20]1[c:19]([F:24])[cH:18][cH:17][c:16]([Br:15])[cH:23]1)[OH:22])[cH:6][cH:7][cH:8][cH:9]2. Starting materials: S(=O)(Cl)Cl (Thionyl chloride), N1=C(C=CC2=CC=CC=C12)COC=1C=C(C=CC1)CO ([3-(Quinolin-2-ylmethoxy)-phenyl]-methanol). Solvent: ClCCl (dichloromethane). Reaction conditions: time 18 hour. Yields the product Cl.ClCC=1C=C(OCC2=NC3=CC=CC=C3C=C2)C=CC1 (2-(3-Chloromethyl-phenoxymethyl)-quinoline hydrochloride). Reaction SMILES: S(Cl)([Cl:3])=O.[N:5]1[C:14]2[C:9](=[CH:10][CH:11]=[CH:12][CH:13]=2)[CH:8]=[CH:7][C:6]=1[CH2:15][O:16][C:17]1[CH:18]=[C:19]([CH2:23]O)[CH:20]=[CH:21][CH:22]=1>ClCCl>[ClH:3].[Cl:3][CH2:23][C:19]1[CH:18]=[C:17]([CH:22]=[CH:21][CH:20]=1)[O:16][CH2:15][C:6]1[CH:7]=[CH:8][C:9]2[C:14](=[CH:13][CH:12]=[CH:11][CH:10]=2)[N:5]=1 |f:3.4|. Reported procedure: Thionyl chloride (0.95 mL, 13 mmol) is added to a solution of [3-(quinolin-2-ylmethoxy)-phenyl]-methanol (2.9 g, 11 mmol, example 48) in dichloromethane (30 mL) and allowed to stir 18 h. The reaction is concentrated in vacuo and azeotroped twice from chloroform to yield the title compound which is used without further purification.